From a dataset of the Open Reaction Database (ORD), a public repository of structured organic reaction records. describe an organic reaction: reactants, conditions, products, and yield Reactants: N1(CCCCC1)C1=C(C=CC=C1)C(C)C(C1=CC=C(C(=O)NNS(=O)(=O)C2=CC=C(C)C=C2)C=C1)C(=O)N (N1 -[4-[(1-(2-piperidino-phenyl)-ethyl)-aminocarbonylmethyl]benzoyl]-N2 -tosyl-hydrazine), C([O-])([O-])=O.[Na+].[Na+] (sodium carbonate). Solvent: C(CO)O (ethylene glycol). The product is N1(CCCCC1)C1=C(C=CC=C1)C(C)C(C1=CC=C(C=O)C=C1)C(=O)N (4-[(1-(2-Piperidino-phenyl)-1-ethyl)-aminocarbonylmethyl]-benzaldehyde). As a reaction SMILES: [N:1]1([C:7]2[CH:12]=[CH:11][CH:10]=[CH:9][C:8]=2[CH:13]([CH:15]([C:36]([NH2:38])=[O:37])[C:16]2[CH:35]=[CH:34][C:19]([C:20](NNS(C3C=CC(C)=CC=3)(=O)=O)=[O:21])=[CH:18][CH:17]=2)[CH3:14])[CH2:6][CH2:5][CH2:4][CH2:3][CH2:2]1.C(=O)([O-])[O-].[Na+].[Na+]>C(O)CO>[N:1]1([C:7]2[CH:12]=[CH:11][CH:10]=[CH:9][C:8]=2[CH:13]([CH:15]([C:36]([NH2:38])=[O:37])[C:16]2[CH:17]=[CH:18][C:19]([CH:20]=[O:21])=[CH:34][CH:35]=2)[CH3:14])[CH2:2][CH2:3][CH2:4][CH2:5][CH2:6]1 |f:1.2.3|. Reported procedure: The above compound was prepared by the heating of crude N1 -[4-[(1-(2-piperidino-phenyl)-ethyl)-aminocarbonylmethyl]benzoyl]-N2 -tosyl-hydrazine with anhydrous sodium carbonate at 160°-170° C. in ethylene glycol [prepared from 4-[(1-(2-piperidino-phenyl)-ethyl)-aminocarbonylmethyl]-benzoic acid and tosyl-hydrazine with carbonyl diimidazole in tetrahydrofuran]. Starting materials: BrC1=CC=C(C=C1)C=1C(=NSN1)OC (4-(4-bromophenyl)-3-methoxy-1,2,5-thiadiazole), [Cu](C#N)C#N (copper cyanide), CN(C=O)C (N,N-dimethylformamide), [C-]#N.[Na+] (sodium cyanide), Compound 30. Solvent: O (water). The product is C(#N)C1=CC=C(C=C1)C=1C(=NSN1)OC (4-(4-cyanophenyl)-3-methoxy-1,2,5-thiadiazole). Yield: 62.1%. RXN SMILES: Br[C:2]1[CH:7]=[CH:6][C:5]([C:8]2[C:9]([O:13][CH3:14])=[N:10][S:11][N:12]=2)=[CH:4][CH:3]=1.[Cu](C#N)[C:16]#[N:17].CN(C)C=O.[C-]#N.[Na+]>O>[C:16]([C:2]1[CH:7]=[CH:6][C:5]([C:8]2[C:9]([O:13][CH3:14])=[N:10][S:11][N:12]=2)=[CH:4][CH:3]=1)#[N:17] |f:3.4|. Reported procedure: In a manner similar to L. Friedman and H. Shechter, J. O. C., 26, 2522 (1961), incorporated herein by reference, 1.15 g (0.0043 mole) of 4-(4-bromophenyl)-3-methoxy-1,2,5-thiadiazole, 0.46 g (0.0051 mole) of copper cyanide, 15 ml of N,N-dimethylformamide, and a solution of 66.5 g of sodium cyanide in 200 ml of water were reacted to produce 0.58 g of 4-(4-cyanophenyl)-3-methoxy-1,2,5-thiadiazole, Compound 30 of Table I. Compounds 8 and 44 were also prepared by this method. Starting materials: 2,2-dichloro, ClC(C(F)(F)F)(F)Cl (2,2-dichloro-1,1,1,2-tetrafluoroethane), ClC(C(F)(F)Cl)(F)F (1,2-dichloro-1,1,2,2-tetrafluoroethane), [H][H] (hydrogen), [H][H] (hydrogen), C(C(F)(F)Cl)(F)(F)Cl (CFC-114), C(C(F)(F)F)F (HFC-134a), Cl (HCl), [H][H] (hydrogen), C(C(F)F)(F)F (HFC-134), C(C(F)(F)Cl)(F)F (HCFC-124a), C(C(F)(F)Cl)(F)(F)Cl (CFC-114), 2,2-dichloro, C(C(F)(F)F)(F)Cl (HCFC-124), 1,2-dichloro, 1,2-dichloro, C(C(F)(Cl)Cl)(F)(F)F (CFC-114a). Reaction conditions: time 477 hour. Product: C(C(F)(Cl)Cl)(F)(F)F.C(C(F)(F)Cl)(F)(F)Cl (CFC-114a CFC-114). As a reaction SMILES: [Cl:1][C:2]([Cl:8])([F:7])[C:3]([F:6])([F:5])[F:4].[Cl:9][C:10]([F:16])([F:15])[C:11]([Cl:14])([F:13])[F:12].[H][H].Cl.C(F)(F)C(F)F.C(F)(F)C(Cl)(F)F.C(F)C(F)(F)F.C(Cl)(F)C(F)(F)F>>[C:3]([F:6])([F:5])([F:4])[C:2]([Cl:8])([Cl:1])[F:7].[C:10]([Cl:9])([F:16])([F:15])[C:11]([Cl:14])([F:13])[F:12] |f:8.9|. Procedure details: A mixture containing about 8% 2,2-dichloro-1,1,1,2-tetrafluoroethane (CFC-114a) and about 92% 1,2-dichloro-1,1,2,2-tetrafluoroethane (CFC-114) and hydrogen were fed to the reactor for a period of 477 hours. For an 11 hour period at 470° C., at an average time in synthesis of 67 hours, with a feed molar ratio of hydrogen to CFC-114/114a isomers of 2.1:1, and a liquid feed rate of 2.0 mL/hr of the combined 2,2-dichloro and the 1,2-dichloro isomers, the average conversion of the 2,2-dichloro isomer... Starting materials: CC1=CC=C(C=C1)S(=O)(=O)OC[C@H]1COC2=C(O1)C(=C(C=C2)NC(=O)OC)O ({(2R)-8-hydroxy-7-[(methoxycarbonyl)amino]-2,3-dihydro-1,4-benzodioxin-2-yl}methyl 4-methylbenzenesulfonate), N1CCC(=CC1)C1=CNC2=CC=CC=C12 (3-(1,2,3,6-tetrahydro-4-pyridinyl)-1H-indole). The solvent is CS(=O)C (DMSO). Run at temperature 60 celsius. Yields the product N1C=C(C2=CC=CC=C12)C=1CCN(CC1)CC1COC2=CC=C3C(=C2O1)OC(N3)=O (8-[4-(1H-Indol-3-yl)-3,6-dihydro-2H-pyridin-1-ylmethyl]-7,8-dihydro-3H-1,6,9-trioxa-3-aza-cyclopenta[a]naphthalen-2-one). RXN SMILES: CC1C=CC(S(O[CH2:12][C@@H:13]2[O:18][C:17]3[C:19]([OH:28])=[C:20]([NH:23][C:24]([O:26]C)=O)[CH:21]=[CH:22][C:16]=3[O:15][CH2:14]2)(=O)=O)=CC=1.[NH:29]1[CH2:34][CH:33]=[C:32]([C:35]2[C:43]3[C:38](=[CH:39][CH:40]=[CH:41][CH:42]=3)[NH:37][CH:36]=2)[CH2:31][CH2:30]1>CS(C)=O>[NH:37]1[C:38]2[C:43](=[CH:42][CH:41]=[CH:40][CH:39]=2)[C:35]([C:32]2[CH2:33][CH2:34][N:29]([CH2:12][CH:13]3[O:18][C:17]4[C:16](=[CH:22][CH:21]=[C:20]5[NH:23][C:24](=[O:26])[O:28][C:19]5=4)[O:15][CH2:14]3)[CH2:30][CH:31]=2)=[CH:36]1. Procedure: 0.85 g (2.08 mmole) of {(2R)-8-hydroxy-7-[(methoxycarbonyl)amino]-2,3-dihydro-1,4-benzodioxin-2-yl}methyl 4-methylbenzenesulfonate and 1.13 g (5.70 mmole) of 3-(1,2,3,6-tetrahydro-4-pyridinyl)-1H-indole were combined in DMSO (40 mL) and heated at 60° C. under nitrogen for 6 hours. After completion, the reaction was cooled to room temperature and partitioned between 300 mL each of ethyl acetate and saturated aqueous sodium bicarbonate. The organic phase was washed with brine, dried over magnesium...